From a dataset of the Open Reaction Database (ORD), a public repository of structured organic reaction records. describe an organic reaction: reactants, conditions, products, and yield The reactants are ClC1=NC(=NC2=C1OCC(N2)=O)C (4-chloro-2-methyl-6,7-dihydro-8H-pyrimido[5,4-b][1,4]oxazin-7-one), C([O-])([O-])=O.[K+].[K+] (potassium carbonate), ClCC(=O)OCC (ethyl chloroacetate). Solvent: C(C)C(=O)C (methyl ethyl ketone), C(C)C(=O)C (methyl ethyl ketone). Yields the product ClC1=NC(=NC2=C1OCC(N2CC(=O)OCC)=O)C (4-Chloro-8-ethoxycarbonylmethyl-2-methyl-6,7-dihydro-8H-pyrimido[5,4-b][1,4]oxazin-7-one). The yield is 68.7%. As a reaction SMILES: Cl[CH2:2][C:3]([O:5][CH2:6][CH3:7])=[O:4].[Cl:8][C:9]1[C:14]2[O:15][CH2:16][C:17](=[O:19])[NH:18][C:13]=2[N:12]=[C:11]([CH3:20])[N:10]=1.C(=O)([O-])[O-].[K+].[K+]>C(C(C)=O)C>[Cl:8][C:9]1[C:14]2[O:15][CH2:16][C:17](=[O:19])[N:18]([CH2:2][C:3]([O:5][CH2:6][CH3:7])=[O:4])[C:13]=2[N:12]=[C:11]([CH3:20])[N:10]=1 |f:2.3.4|. Procedure: A solution of 0.41 g of ethyl chloroacetate in 5 ml of methyl ethyl ketone is dropped to a mixture containing 0.6 g of 4-chloro-2-methyl-6,7-dihydro-8H-pyrimido[5,4-b][1,4]oxazin-7-one, 0.5 g of anhydrous potassium carbonate and 15 ml of methyl ethyl ketone within 15 minutes under refluxing and stirring. Then the mixture is refluxed under stirring for 8 hours, filtered as hot and washed with methyl ethyl ketone. The filtrate is evaporated to 10 ml, cooled and the unchanged starting material is f... Reactants: C1(CC1)C(=O)N1CCC(CC1)C(=O)OCC (ethyl 1-(cyclopropylcarbonyl)piperidine-4-carboxylate), [OH-].[Na+] (sodium hydroxide). The solvent is C(C)O (ethanol). Conditions: time 22 hour. Yields the product C1(CC1)C(=O)N1CCC(CC1)C(=O)O (1-(cyclopropylcarbonyl)piperidine-4-carboxylic acid). The yield is 94.5%. As a reaction SMILES: [CH:1]1([C:4]([N:6]2[CH2:11][CH2:10][CH:9]([C:12]([O:14]CC)=[O:13])[CH2:8][CH2:7]2)=[O:5])[CH2:3][CH2:2]1.[OH-].[Na+]>C(O)C>[CH:1]1([C:4]([N:6]2[CH2:7][CH2:8][CH:9]([C:12]([OH:14])=[O:13])[CH2:10][CH2:11]2)=[O:5])[CH2:2][CH2:3]1 |f:1.2|. Reported procedure: To a solution of the compound (6.3 g) obtained in step 4 in ethanol (30 mL) was added 4N aqueous sodium hydroxide solution (35 mL), and the mixture was stirred at room temperature for 22 hr. The reaction mixture was concentrated under reduced pressure, and made acidic with 6N hydrochloric acid. The resultant product was extracted with ethyl acetate, the organic layer was washed with brine and dried, and the solvent was evaporated under reduced pressure to give 1-(cyclopropylcarbonyl)piperidine-4... Reactants: NC=1SC2=C(N1)C=CC(=C2)F (2-amino 6-fluoro benzothiazole), ClC1=C(C=CC(=C1)Cl)NC1=C(C(=O)O)C=CC=N1 (2-(2,4-dichlorophenylamino) nicotinic acid), CN(C)C=O (DMF), C(C)N=C=NCCCN(C)C (1-ethyl-3-(3-dimethylaminopropyl) carbodiimide). Run at temperature 27 celsius, time 9 hour. Yields the product FC1=CC2=C(N=C(S2)NC(C2=C(N=CC=C2)NC2=C(C=C(C=C2)Cl)Cl)=O)C=C1 (N3-(6-fluoro-1,3-benzothiazol-2-yl)-2-(2,4-dichloroanilino)nicotinamide). Reaction SMILES: [Cl:1][C:2]1[CH:7]=[C:6]([Cl:8])[CH:5]=[CH:4][C:3]=1[NH:9][C:10]1[N:18]=[CH:17][CH:16]=[CH:15][C:11]=1[C:12]([OH:14])=O.CN(C=O)C.C(N=C=NCCCN(C)C)C.[NH2:35][C:36]1[S:37][C:38]2[CH:44]=[C:43]([F:45])[CH:42]=[CH:41][C:39]=2[N:40]=1>>[F:45][C:43]1[CH:42]=[CH:41][C:39]2[N:40]=[C:36]([NH:35][C:12](=[O:14])[C:11]3[CH:15]=[CH:16][CH:17]=[N:18][C:10]=3[NH:9][C:3]3[CH:4]=[CH:5][C:6]([Cl:8])=[CH:7][C:2]=3[Cl:1])[S:37][C:38]=2[CH:44]=1. Procedure details: Compound 13 (185 mg, 1 mmol) and 2,4-dichloro aniline (18, 92 mg, 1 mmol) was taken in ethylene glycol and refluxed at 160° C. for 5 h. Then the reaction mixture was cooled and extracted in ethyl acetate (4×25 mL) from the aqueous layer and concentrated in vacuo. The compound was further purified by column chromatography using 60-120 silica gel (ethyl acetate/hexane, 1:9) to obtain Ethyl. 2-(2,4-dichloro anilino) nicotinate (25) as pure product. Ethyl 2-(2,4-dichloro anilino) nicotinate (25, 311... Reactants: CC(C)CC(NC(=O)OC(C)(C)C)C(=O)N1CCN(C(c2ccc(F)cc2)c2ccc(F)cc2)CC1, ClCCl, [Na+], O=C([O-])O, O=C(O)C(F)(F)F. Yields the product CC(C)CC(N)C(=O)N1CCN(C(c2ccc(F)cc2)c2ccc(F)cc2)CC1. Reaction SMILES: [C:1]([O:2][C:3](=[O:4])[NH:7][CH:8]([CH2:9][CH:10]([CH3:11])[CH3:12])[C:13](=[O:14])[N:15]1[CH2:16][CH2:17][N:18]([CH:21]([c:22]2[cH:23][cH:24][c:25]([F:28])[cH:26][cH:27]2)[c:29]2[cH:30][cH:31][c:32]([F:35])[cH:33][cH:34]2)[CH2:19][CH2:20]1)([CH3:5])([CH3:6])[CH3:36].[Cl:49][CH2:50][Cl:51].[Na+:48].[O-:44][C:45]([OH:46])=[O:47].[OH:37][C:38]([C:39]([F:40])([F:41])[F:42])=[O:43]>>[NH2:7][CH:8]([CH2:9][CH:10]([CH3:11])[CH3:12])[C:13](=[O:14])[N:15]1[CH2:16][CH2:17][N:18]([CH:21]([c:22]2[cH:23][cH:24][c:25]([F:28])[cH:26][cH:27]2)[c:29]2[cH:30][cH:31][c:32]([F:35])[cH:33][cH:34]2)[CH2:19][CH2:20]1. Conditions: time 12 hour. Run in C1CCOC1 (THF). Procedure: Benzaldehyde (342 mg) was mixed with THF (4 ml) and further mixed with vinylmagnesium bromide (1 N solution) (4 mL), followed by stirring for 12 hours to obtain the title compound (320 mg). Product: C(=C)C(O)C1=CC=CC=C1 (Vinylphenylcarbinol). RXN SMILES: [CH:1](=[O:8])[C:2]1[CH:7]=[CH:6][CH:5]=[CH:4][CH:3]=1.[CH:9]([Mg]Br)=[CH2:10]>C1COCC1>[CH:9]([CH:1]([C:2]1[CH:7]=[CH:6][CH:5]=[CH:4][CH:3]=1)[OH:8])=[CH2:10]. Reactants: C(C1=CC=CC=C1)=O (Benzaldehyde), C(=C)[Mg]Br (vinylmagnesium bromide). Reactants: C(C)(C)(C)OC(=O)NCC=1C=C(C=CC1Cl)[N+](=O)[O-] (3-(tert.butyloxycarbonylaminomethyl)-4-chloro-nitrobenzene). The reagents and catalysts are [Pt] (platinum on charcoal). Solvent: CO (methanol). Product: C(C)(C)(C)OC(=O)NCC=1C=C(N)C=CC1Cl (3-(tert.butyloxycarbonylaminomethyl)-4-chloro-aniline). As a reaction SMILES: [C:1]([O:5][C:6]([NH:8][CH2:9][C:10]1[CH:11]=[C:12]([N+:17]([O-])=O)[CH:13]=[CH:14][C:15]=1[Cl:16])=[O:7])([CH3:4])([CH3:3])[CH3:2]>CO.[Pt]>[C:1]([O:5][C:6]([NH:8][CH2:9][C:10]1[CH:11]=[C:12]([CH:13]=[CH:14][C:15]=1[Cl:16])[NH2:17])=[O:7])([CH3:4])([CH3:2])[CH3:3]. Reported procedure: Prepared from 3-(tert.butyloxycarbonylaminomethyl)-4-chloro-nitrobenzene by hydrogenation in methanol at ambient temperature in the presence of platinum on charcoal, melting point: 75–77° C. Reactants: C(O)CN (Ethanolamine), C(=O)(O)CCCCCC1=CC=CC=2N1C=NC2 (5-(5-carboxypentyl)-imidazo[1,5-a]pyridine). Procedure details: Ethanolamine (6.1 g) and 5-(5-carboxypentyl)-imidazo[1,5-a]pyridine (2.32 g) are heated at 170° for 3 hours. Excess ethanolamine is removed by distillation under reduced pressure to yield 5-[5-(4,5-dihydrooxazol-2-yl)pentyl)]imidazo[1,5-a]pyridine. Product: C=1N=CN2C1C=CC=C2 (imidazo[1,5-a]pyridine). Reaction SMILES: C(CN)O.C(CCCCC[C:13]1[N:18]2[CH:19]=[N:20][CH:21]=[C:17]2[CH:16]=[CH:15][CH:14]=1)(O)=O>>[CH:21]1[N:20]=[CH:19][N:18]2[CH:13]=[CH:14][CH:15]=[CH:16][C:17]=12.